From a dataset of the Open Reaction Database (ORD), a public repository of structured organic reaction records. describe an organic reaction: reactants, conditions, products, and yield The reactants are O=C([O-])O, ClCCl, C=CC(O)c1ccc(C(F)(F)F)cc1, [Na+], [Na+], [Na+], O=S([O-])([O-])=S. Product: C=CC(=O)c1ccc(C(F)(F)F)cc1. As a reaction SMILES: [C:15](=[O:16])([OH:17])[O-:18].[Cl:27][CH2:28][Cl:29].[F:1][C:2]([c:3]1[cH:4][cH:5][c:6]([CH:9]([CH:10]=[CH2:11])[OH:12])[cH:7][cH:8]1)([F:13])[F:14].[Na+:19].[Na+:25].[Na+:26].[S:20]([O-:21])([O-:22])(=[O:23])=[S:24]>>[F:1][C:2]([c:3]1[cH:4][cH:5][c:6]([C:9]([CH:10]=[CH2:11])=[O:12])[cH:7][cH:8]1)([F:13])[F:14]. The reactants are CCOC(=O)C(C(=O)OCC)C(=O)C(C)Cl, CS(C)=O, [O-]c1ccc(Oc2ccc(Cl)cc2Cl)cc1, [Na+]. Yields the product CCOC(=O)C(C(=O)OCC)C(=O)C(C)Oc1ccc(Oc2ccc(Cl)cc2Cl)cc1. Reaction SMILES: [CH2:18]([CH3:19])[O:20][C:21]([CH:22]([C:23](=[O:24])[O:25][CH2:26][CH3:27])[C:28]([CH:29]([CH3:30])[Cl:31])=[O:32])=[O:33].[CH3:34][S:35](=[O:36])[CH3:37].[Cl:1][c:2]1[c:3]([O:4][c:5]2[cH:6][cH:7][c:8]([O-:11])[cH:9][cH:10]2)[cH:12][cH:13][c:14]([Cl:16])[cH:15]1.[Na+:17]>>[Cl:1][c:2]1[c:3]([O:4][c:5]2[cH:6][cH:7][c:8]([O:11][CH:29]([C:28]([CH:22]([C:21]([O:20][CH2:18][CH3:19])=[O:33])[C:23](=[O:24])[O:25][CH2:26][CH3:27])=[O:32])[CH3:30])[cH:9][cH:10]2)[cH:12][cH:13][c:14]([Cl:16])[cH:15]1. The reactants are CS(C)=O, O=Cc1ccc2c(NC(=O)c3ccccc3)nccc2c1, [O-][Cl+][O-], Cl, [Na+], [Na+], O, O=P([O-])(O)O. Yields the product O=C(O)c1ccc2c(NC(=O)c3ccccc3)nccc2c1. RXN SMILES: [CH3:34][S:35]([CH3:36])=[O:37].[CH:11](=[O:12])[c:13]1[cH:14][c:15]2[cH:16][cH:17][n:18][c:19]([NH:23][C:24]([c:25]3[cH:26][cH:27][cH:28][cH:29][cH:30]3)=[O:31])[c:20]2[cH:21][cH:22]1.[Cl+:1]([O-:2])[O-:3].[ClH:32].[Na+:10].[Na+:4].[OH2:33].[P:5](=[O:6])([O-:7])([OH:8])[OH:9]>>[OH:6][C:11](=[O:12])[c:13]1[cH:14][c:15]2[cH:16][cH:17][n:18][c:19]([NH:23][C:24]([c:25]3[cH:26][cH:27][cH:28][cH:29][cH:30]3)=[O:31])[c:20]2[cH:21][cH:22]1. Starting materials: C1CCOC1, CC(C)[N-]C(C)C, CC=O, Clc1cccc(Br)c1, [Li+]. Yields the product CC(O)c1c(Cl)cccc1Br. Reaction SMILES: [CH2:20]1[O:21][CH2:22][CH2:23][CH2:24]1.[CH3:2][CH:3]([N-:4][CH:5]([CH3:6])[CH3:7])[CH3:8].[CH:17]([CH3:18])=[O:19].[Cl:9][c:10]1[cH:11][c:12]([Br:16])[cH:13][cH:14][cH:15]1.[Li+:1]>>[Cl:9][c:10]1[c:11]([CH:17]([CH3:18])[OH:19])[c:12]([Br:16])[cH:13][cH:14][cH:15]1. The reactants are O (water), C(=O)([O-])[O-].[Cs+].[Cs+] (Cs2CO3), [Br-].C1(CC1)C (cyclopropyl methane bromide), NC1=C(C=C(C=C1)O)[N+](=O)[O-] (4-Amino-3-nitrophenol). Solvent: CN(C)C=O (DMF). Run at temperature 0 celsius, time 15 minute. The product is C1(CC1)COC1=CC(=C(C=C1)N)[N+](=O)[O-] (4-cyclopropylmethoxy-2-nitro-phenylamine). Yield: 91.5%. As a reaction SMILES: [NH2:1][C:2]1[CH:7]=[CH:6][C:5]([OH:8])=[CH:4][C:3]=1[N+:9]([O-:11])=[O:10].C([O-])([O-])=O.[Cs+].[Cs+].[Br-].[CH:19]1([CH3:22])[CH2:21][CH2:20]1.O>CN(C=O)C>[CH:19]1([CH2:22][O:8][C:5]2[CH:6]=[CH:7][C:2]([NH2:1])=[C:3]([N+:9]([O-:11])=[O:10])[CH:4]=2)[CH2:21][CH2:20]1 |f:1.2.3,4.5|. Procedure: 4-Amino-3-nitrophenol (26.00 g, 165.5 mMol) was dissolved in 200 mL of anhydrous DMF under an atmosphere of dry N2. The reaction mixture was then cooled to 0° C. and to this mixture was added Cs2CO3 (64.7 g, 199 mMol), and cyclopropyl methane bromide (17.7 mL, 182 mMol). After stirring for 15 minutes, the reaction mixture was then warmed up to ambient temperature and then stirred overnight. The reaction mixture is then poured into 800 mL of water. The precipitate was collected via suction filtra... The product is COc1cc(N2CCN(C3CCNCC3)CC2)c2ncccc2c1. Starting materials: COc1cc(N2CCN(C3CCN(Cc4ccccc4)CC3)CC2)c2ncccc2c1, C=COC(=O)Cl, ClCCl. RXN SMILES: [CH2:1]([c:2]1[cH:3][cH:4][cH:5][cH:6][cH:7]1)[N:8]1[CH2:9][CH2:10][CH:11]([N:14]2[CH2:15][CH2:16][N:17]([c:20]3[cH:21][c:22]([O:30][CH3:31])[cH:23][c:24]4[cH:25][cH:26][cH:27][n:28][c:29]34)[CH2:18][CH2:19]2)[CH2:12][CH2:13]1.[CH:32]([O:33][C:34]([Cl:35])=[O:36])=[CH2:37].[Cl:38][CH2:39][Cl:40]>>[NH:8]1[CH2:9][CH2:10][CH:11]([N:14]2[CH2:15][CH2:16][N:17]([c:20]3[cH:21][c:22]([O:30][CH3:31])[cH:23][c:24]4[cH:25][cH:26][cH:27][n:28][c:29]34)[CH2:18][CH2:19]2)[CH2:12][CH2:13]1. Starting materials: CC(C(=O)O)=CCCC(=CCCC(=CCCC(C)=O)C)C (2,6,10-trimethyl-14-oxo-2,6,10-pentadecatrienoic acid), C(C(C)C)NCC(C)C (diisobutylamine). The product is CC(C(=O)N(CC(C)C)CC(C)C)=CCCC(=CCCC(=CCCC(C)=O)C)C (N-(2,6,10-trimethyl-14-oxo-2,6,10-pentadecatrienoyl)diisobutylamine). As a reaction SMILES: [CH3:1][C:2](=[CH:6][CH2:7][CH2:8][C:9]([CH3:21])=[CH:10][CH2:11][CH2:12][C:13]([CH3:20])=[CH:14][CH2:15][CH2:16][C:17](=[O:19])[CH3:18])[C:3]([OH:5])=O.[CH2:22]([NH:26][CH2:27][CH:28]([CH3:30])[CH3:29])[CH:23]([CH3:25])[CH3:24]>>[CH3:1][C:2](=[CH:6][CH2:7][CH2:8][C:9]([CH3:21])=[CH:10][CH2:11][CH2:12][C:13]([CH3:20])=[CH:14][CH2:15][CH2:16][C:17](=[O:19])[CH3:18])[C:3]([N:26]([CH2:27][CH:28]([CH3:30])[CH3:29])[CH2:22][CH:23]([CH3:25])[CH3:24])=[O:5]. Reported procedure: Starting materials: 2,6,10-trimethyl-14-oxo-2,6,10-pentadecatrienoic acid and diisobutylamine.